This data is from the Open Reaction Database (ORD), a public repository of structured organic reaction records. The task is: describe an organic reaction: reactants, conditions, products, and yield Starting materials: [N+](=O)(O)[O-] (nitric acid), C(C)(=O)O (acetic acid), C(C)(C)OC1=CC(=C(C(=O)O)C=C1)OC (4-isopropoxy-2-methoxybenzoic acid). The solvent is C(C)(=O)OC(C)=O (acetic anhydride). Conditions: time 2 hour. The product is C(C)(C)OC1=CC(=C(C(=O)O)C=C1[N+](=O)[O-])OC (4-isopropoxy-2-methoxy-5-nitrobenzoic acid). Reaction SMILES: [CH:1]([O:4][C:5]1[CH:13]=[CH:12][C:8]([C:9]([OH:11])=[O:10])=[C:7]([O:14][CH3:15])[CH:6]=1)([CH3:3])[CH3:2].[N+:16]([O-])([OH:18])=[O:17].C(O)(=O)C>C(OC(=O)C)(=O)C>[CH:1]([O:4][C:5]1[C:13]([N+:16]([O-:18])=[O:17])=[CH:12][C:8]([C:9]([OH:11])=[O:10])=[C:7]([O:14][CH3:15])[CH:6]=1)([CH3:3])[CH3:2]. Procedure details: A 1.61 g portion of 4-isopropoxy-2-methoxybenzoic acid was dissolved in 20 ml of acetic anhydride, 0.38 ml of concentrated nitric acid and a small amount of acetic acid were added, followed by stirring at room temperature for 2 hours. After completion of the reaction, the reaction solution was poured on crushed ice, extracted with chloroform and then dried over anhydrous sodium sulfate. After evaporation of the solvent under a reduced pressure, the resulting residue was dissolved in 5 ml of tetr...